This data is from the Open Reaction Database (ORD), a public repository of structured organic reaction records. The task is: describe an organic reaction: reactants, conditions, products, and yield Procedure: This compound was prepared by using procedures analogous to those described for the synthesis of Example 1, Step 2 starting from 1-{2-[2-amino-6-(4-methylpiperazin-1-yl)pyrimidin-4-yl]-1,2,3,4-tetrahydroisoquinolin-7-yl}piperazin-2-one hydrochloride and ethyl 6-chloronicotinate (Aldrich, Cat. No. 531197). LCMS (M+H)+: m/z=572.3. Yields the product NC1=NC(=CC(=N1)N1CC2=CC(=CC=C2CC1)N1C(CN(CC1)C1=NC=C(C(=O)OCC)C=C1)=O)N1CCN(CC1)C (ethyl 6-(4-{2-[2-amino-6-(4-methylpiperazin-1-yl)pyrimidin-4-yl]-1,2,3,4-tetrahydroisoquinolin-7-yl}-3-oxopiperazin-1-yl)nicotinate). Reaction SMILES: Cl.[NH2:2][C:3]1[N:8]=[C:7]([N:9]2[CH2:18][CH2:17][C:16]3[C:11](=[CH:12][C:13]([N:19]4[CH2:24][CH2:23][NH:22][CH2:21][C:20]4=[O:25])=[CH:14][CH:15]=3)[CH2:10]2)[CH:6]=[C:5]([N:26]2[CH2:31][CH2:30][N:29]([CH3:32])[CH2:28][CH2:27]2)[N:4]=1.Cl[C:34]1[CH:44]=[CH:43][C:37]([C:38]([O:40][CH2:41][CH3:42])=[O:39])=[CH:36][N:35]=1>>[NH2:2][C:3]1[N:8]=[C:7]([N:9]2[CH2:18][CH2:17][C:16]3[C:11](=[CH:12][C:13]([N:19]4[CH2:24][CH2:23][N:22]([C:34]5[CH:44]=[CH:43][C:37]([C:38]([O:40][CH2:41][CH3:42])=[O:39])=[CH:36][N:35]=5)[CH2:21][C:20]4=[O:25])=[CH:14][CH:15]=3)[CH2:10]2)[CH:6]=[C:5]([N:26]2[CH2:27][CH2:28][N:29]([CH3:32])[CH2:30][CH2:31]2)[N:4]=1 |f:0.1|. The reactants are Cl.NC1=NC(=CC(=N1)N1CC2=CC(=CC=C2CC1)N1C(CNCC1)=O)N1CCN(CC1)C (1-{2-[2-amino-6-(4-methylpiperazin-1-yl)pyrimidin-4-yl]-1,2,3,4-tetrahydroisoquinolin-7-yl}piperazin-2-one hydrochloride), ClC1=NC=C(C(=O)OCC)C=C1 (ethyl 6-chloronicotinate). The reactants are C1CCOC1, CO, Cl, O=C1CCCC(COCc2cc(C(F)(F)F)cc(C(F)(F)F)c2)(c2ccccc2)CCN1. Yields the product FC(F)(F)c1cc(COCC2(c3ccccc3)CCCCNCC2)cc(C(F)(F)F)c1. RXN SMILES: [CH2:36]1[O:37][CH2:38][CH2:39][CH2:40]1.[CH3:33][OH:34].[ClH:35].[F:1][C:2]([c:3]1[cH:4][c:5]([CH2:6][O:7][CH2:8][C:9]2([c:18]3[cH:19][cH:20][cH:21][cH:22][cH:23]3)[CH2:10][CH2:11][CH2:12][C:13](=[O:17])[NH:14][CH2:15][CH2:16]2)[cH:24][c:25]([C:27]([F:28])([F:29])[F:30])[cH:26]1)([F:31])[F:32]>>[F:1][C:2]([c:3]1[cH:4][c:5]([CH2:6][O:7][CH2:8][C:9]2([c:18]3[cH:19][cH:20][cH:21][cH:22][cH:23]3)[CH2:10][CH2:11][CH2:12][CH2:13][NH:14][CH2:15][CH2:16]2)[cH:24][c:25]([C:27]([F:28])([F:29])[F:30])[cH:26]1)([F:31])[F:32]. The reactants are BrCCCCOC1CCCCO1, O=C([O-])[O-], CCCCCCCCC=CCCCCCCCC(=O)O, [Cs+], [Cs+], C1CCOC1, O. The product is CCCCCCCCC=CCCCCCCCC(=O)OCCCCOC1CCCCO1. As a reaction SMILES: [Br:21][CH2:22][CH2:23][CH2:24][CH2:25][O:26][CH:27]1[O:28][CH2:29][CH2:30][CH2:31][CH2:32]1.[C:33](=[O:34])([O-:35])[O-:36].[CH3:1][CH2:2][CH2:3][CH2:4][CH2:5][CH2:6][CH2:7][CH2:8][CH:9]=[CH:10][CH2:11][CH2:12][CH2:13][CH2:14][CH2:15][CH2:16][CH2:17][C:18]([OH:19])=[O:20].[Cs+:37].[Cs+:38].[O:40]1[CH2:41][CH2:42][CH2:43][CH2:44]1.[OH2:39]>>[CH3:1][CH2:2][CH2:3][CH2:4][CH2:5][CH2:6][CH2:7][CH2:8][CH:9]=[CH:10][CH2:11][CH2:12][CH2:13][CH2:14][CH2:15][CH2:16][CH2:17][C:18](=[O:19])[O:20][CH2:22][CH2:23][CH2:24][CH2:25][O:26][CH:27]1[O:28][CH2:29][CH2:30][CH2:31][CH2:32]1. Starting materials: C(C)C1=CC2=C(SCCC=3C2=NNC(C3)=O)S1 (9-ethyl-5,6-dihydrothieno[2',3':2,3]thiepino[4,5-c]pyridazin-3(2H)-one), [H-].[Na+] (sodium hydride), CI (methyl iodide). Solvent: CN(C=O)C (N,N-dimethylformamide). Product: C(C)C1=CC2=C(SCCC=3C2=NN(C(C3)=O)C)S1 (9-ethyl-2-methyl-5,6-dihydrothieno[2',3':2,3]thiepino[4,5-c]pyridazin-3(2H)-one). The yield is 47.5%. As a reaction SMILES: [CH2:1]([C:3]1[S:17][C:6]2[S:7][CH2:8][CH2:9][C:10]3[C:11](=[N:12][NH:13][C:14](=[O:16])[CH:15]=3)[C:5]=2[CH:4]=1)[CH3:2].[H-].[Na+].[CH3:20]I>CN(C)C=O>[CH2:1]([C:3]1[S:17][C:6]2[S:7][CH2:8][CH2:9][C:10]3[C:11](=[N:12][N:13]([CH3:20])[C:14](=[O:16])[CH:15]=3)[C:5]=2[CH:4]=1)[CH3:2] |f:1.2|. Procedure details: To a solution of 0.6 g of 9-ethyl-5,6-dihydrothieno[2',3':2,3]thiepino[4,5-c]pyridazin-3(2H)-one in 15 ml of N,N-dimethylformamide is added 0.11 g of 60% sodium hydride with stirring under ice-cooling and the mixture is stirred for 10 minutes at room temperature. To the mixture is added 0.39 g of methyl iodide, and the mixture is further stirred for 20 minutes and then poured into ice-cold water. The precipitated crystals are collected by filtration, washed with water and recrystallized from eth... Starting materials: Cl (hydrochloric acid), COC=1C=C2CCC(C2=CC1OC)=O (5,6-dimethoxy-1-indanone), N1C(CC2=CC=CC=C12)=O (oxindole), N1CCCCC1 (piperidine). Solvent: C(C)O (ethanol), CN(C=O)C (dimethylformamide). Run at temperature 130 celsius. Product: COC=1C=C2CCC(C2=CC1OC)=C1C(NC2=CC=CC=C12)=O (3-(5,6-dimethoxyindan-1-ylidene)-1,3-dihydroindol-2-one). The yield is 20.8%. As a reaction SMILES: [CH3:1][O:2][C:3]1[CH:4]=[C:5]2[C:9](=[CH:10][C:11]=1[O:12][CH3:13])[C:8](=O)[CH2:7][CH2:6]2.[NH:15]1[C:23]2[C:18](=[CH:19][CH:20]=[CH:21][CH:22]=2)[CH2:17][C:16]1=[O:24].N1CCCCC1.Cl>CN(C)C=O.C(O)C>[CH3:1][O:2][C:3]1[CH:4]=[C:5]2[C:9](=[CH:10][C:11]=1[O:12][CH3:13])[C:8](=[C:17]1[C:18]3[C:23](=[CH:22][CH:21]=[CH:20][CH:19]=3)[NH:15][C:16]1=[O:24])[CH2:7][CH2:6]2. Procedure: A mixture of 0.6 g 5,6-dimethoxy-1-indanone, 1.04 g oxindole and 2.3 ml piperidine in 4 ml dimethylformamide was heated in a sealed tube at 130° C. for 12 hours to yield an orange suspension. The mixture was added to 1N hydrochloric acid in ethanol and the solids which formed were filtered and rinsed with water and ethanol. The solid was slurried in ethanol and filtered to yield 200 mg of 3-(5,6-dimethoxyindan-1-ylidene)-1,3-dihydroindol-2-one. The reactants are O=C([O-])[O-], CCI, CN(C)C=O, [K+], [K+], O, O=Cc1ccc(C(F)(F)F)cc1O. Yields the product CCOc1cc(C(F)(F)F)ccc1C=O. As a reaction SMILES: [C:17](=[O:18])([O-:19])[O-:20].[CH2:14]([CH3:15])[I:16].[CH3:23][N:24]([CH3:25])[CH:26]=[O:27].[K+:21].[K+:22].[OH2:28].[OH:1][c:2]1[c:3]([CH:4]=[O:5])[cH:6][cH:7][c:8]([C:10]([F:11])([F:12])[F:13])[cH:9]1>>[O:1]([c:2]1[c:3]([CH:4]=[O:5])[cH:6][cH:7][c:8]([C:10]([F:11])([F:12])[F:13])[cH:9]1)[CH2:14][CH3:15].